Dataset: the Open Reaction Database (ORD), a public repository of structured organic reaction records. Task: describe an organic reaction: reactants, conditions, products, and yield Starting materials: FC1=C(C=C(C(=C1)Cl)OC(C)C)N1N=CC(=C(C1=O)C)C(F)(F)F (2-[2-fluoro-4-chloro-5-isopropoxyphenyl]-4-methyl-5-trifluoromethylpyridazin-3-one), O (water). Run in S(O)(O)(=O)=O (sulfuric acid). The product is FC1=C(C=C(C(=C1)Cl)O)N1N=CC(=C(C1=O)C)C(F)(F)F (2-[2-fluoro-4-chloro-5-hydroxyphenyl]-4-methyl-5-trifluoromethylpyridazin-3-one). The yield is 102.1%. As a reaction SMILES: [F:1][C:2]1[CH:7]=[C:6]([Cl:8])[C:5]([O:9]C(C)C)=[CH:4][C:3]=1[N:13]1[C:18](=[O:19])[C:17]([CH3:20])=[C:16]([C:21]([F:24])([F:23])[F:22])[CH:15]=[N:14]1.O>S(=O)(=O)(O)O>[F:1][C:2]1[CH:7]=[C:6]([Cl:8])[C:5]([OH:9])=[CH:4][C:3]=1[N:13]1[C:18](=[O:19])[C:17]([CH3:20])=[C:16]([C:21]([F:23])([F:24])[F:22])[CH:15]=[N:14]1. Procedure: Then, 3.5 g (9.7 mmol) of 2-[2-fluoro-4-chloro-5-isopropoxyphenyl]-4-methyl-5-trifluoromethylpyridazin-3-one was dissolved in about 10 ml of concentrated sulfuric acid under ice cooling, and the solution was warmed to room temperature. After ten minutes, about 100 ml of water was added to the reaction mixture. The deposited crystals were collected by filtration, and then washed twice with 20 ml of water and once with 10 ml of hexane in this order. The crystals thus obtained were recrystallized f... The reactants are CC([C@@H](/C=C/[C@H]1CCC([C@@H]1CCCCCCC(=O)O)=O)OC1OCCCC1)(CC#CC)C ((13E)-(15R)-16,16-dimethyl-9-oxo-15-(tetrahydropyran-2-yloxy)-13-prosten-18-ynoic acid). Solvent: C(C)(=O)O.O.C1CCOC1 (acetic acid water THF). Product: CC([C@@H](/C=C/[C@H]1CCC([C@@H]1CCCCCCC(=O)O)=O)O)(CC#CC)C ((13E)-(15R)-16,16-Dimethyl-15-hydroxy-9-oxo-13-prosten-18-ynoic Acid). As a reaction SMILES: [CH3:1][C:2]([CH3:32])([CH2:28][C:29]#[C:30][CH3:31])[C@H:3]([O:21]C1CCCCO1)/[CH:4]=[CH:5]/[C@@H:6]1[C@@H:10]([CH2:11][CH2:12][CH2:13][CH2:14][CH2:15][CH2:16][C:17]([OH:19])=[O:18])[C:9](=[O:20])[CH2:8][CH2:7]1>C(O)(=O)C.O.C1COCC1>[CH3:1][C:2]([CH3:32])([CH2:28][C:29]#[C:30][CH3:31])[C@H:3]([OH:21])/[CH:4]=[CH:5]/[C@@H:6]1[C@@H:10]([CH2:11][CH2:12][CH2:13][CH2:14][CH2:15][CH2:16][C:17]([OH:19])=[O:18])[C:9](=[O:20])[CH2:8][CH2:7]1 |f:1.2.3|. Reported procedure: 280 mg. of (13E)-(15R)-16,16-dimethyl-9-oxo-15-(tetrahydropyran-2-yloxy)-13-prosten-18-ynoic acid is agitated for 17 hours at 23° with 8 ml. of a mixture of glacial acetic acid/water/THF (65/35/10), evaporated under vacuum, and the residue purified by column chromatography on silica gel. With methylene chloride/5% methanol, 185 mg. of the title compound is obtained as a colorless oil. Starting materials: C(C=C)OC1=CC=C(C(=O)O)C=C1 (4-allyloxybenzoic acid), C(=C)C1=CC=C(C(=O)O)C=C1 (4-vinylbenzoic acid), C[C@H](C1=CC=CC=C1)N ((R)-α-methylbenzylamine), C1(=CC=CC2=CC=CC=C12)[C@H](C)N ((S)-1-(1-naphthyl)ethylamine). Product: C[C@H](C1=CC=CC=C1)NC(C1=CC=C(C=C1)C=C)=O ((R)-N-α-Methylbenzyl-4-vinylbenzamide), white crystals. Isolated yield 44.0%. Reaction SMILES: [CH:1]([C:3]1[CH:11]=[CH:10][C:6]([C:7]([OH:9])=O)=[CH:5][CH:4]=1)=[CH2:2].[CH3:12][C@@H:13]([NH2:20])[C:14]1[CH:19]=[CH:18][CH:17]=[CH:16][CH:15]=1.C(OC1C=CC(C(O)=O)=CC=1)C=C.C1([C@@H](N)C)C2C(=CC=CC=2)C=CC=1>>[CH3:12][C@@H:13]([NH:20][C:7](=[O:9])[C:6]1[CH:5]=[CH:4][C:3]([CH:1]=[CH2:2])=[CH:11][CH:10]=1)[C:14]1[CH:19]=[CH:18][CH:17]=[CH:16][CH:15]=1. Procedure: (R)-N-α-Methylbenzyl-4-vinylbenzamide was prepared as above in Example 1 except 2.5 g (0.017 mole) of 4-vinylbenzoic acid and 2.13 g (0.018 mole) of (R)-α-methylbenzylamine (Aldrich) were used rather than the 2.0 g of 4-allyloxybenzoic acid and 2 g of (S)-1-(1-naphthyl)ethylamine in Example 1. The product was recrystallized from absolute ethanol to give 1.85 g (44%) of white crystals; mp 162°-163° C.; [α]D25 -25.49° (c=0.404, CHCl3); IR (KBr): 3390 and 1640 cm-1 ; NMR (δ): 1.64 (3H, d, J=7.4 Hz)... Starting materials: C1=CC(=CC=C1CCC2=CNC3=C2C(=O)NC(=N3)N)C(=O)N[C@H](CCC(=O)[O-])C(=O)[O-].[Na+].[Na+] (Pemetrexed Disodium), Cl (HCl), CCO (EtOH). Run in O (water). The product is C1=CC(=CC=C1CCC2=CNC3=C2C(=O)N=C(N3)N)C(=O)N[C@@H](CCC(=O)[O-])C(=O)[O-].O.O.O.O.O.O.O.[Na+].[Na+] (Pemetrexed Disodium Heptahydrate). Reaction SMILES: [CH:1]1[C:6]([CH2:7][CH2:8][C:9]2[C:13]3[C:14]([NH:16][C:17]([NH2:19])=[N:18][C:12]=3[NH:11][CH:10]=2)=[O:15])=[CH:5][CH:4]=[C:3]([C:20]([NH:22][C@@H:23]([C:29]([O-:31])=[O:30])[CH2:24][CH2:25][C:26]([O-:28])=[O:27])=[O:21])[CH:2]=1.[Na+:32].[Na+].Cl.CC[OH:37]>O>[CH:5]1[C:6]([CH2:7][CH2:8][C:9]2[C:13]3[C:14]([N:16]=[C:17]([NH2:19])[NH:18][C:12]=3[NH:11][CH:10]=2)=[O:15])=[CH:1][CH:2]=[C:3]([C:20]([NH:22][C@H:23]([C:29]([O-:31])=[O:30])[CH2:24][CH2:25][C:26]([O-:28])=[O:27])=[O:21])[CH:4]=1.[OH2:37].[OH2:15].[OH2:15].[OH2:15].[OH2:15].[OH2:15].[OH2:15].[Na+:32].[Na+:32] |f:0.1.2,6.7.8.9.10.11.12.13.14.15|. Reported procedure: Pemetrexed Disodium Heptahydrate was prepared by adjustment of the pH of the Pemetrexed Disodium solution after saponification from pH=13 to pH=8 using HCl followed by addition of EtOH (3 times the volume of water) to achieve crystallization. Precipitated Pemetrexed Disodium Heptahydrate was isolated by filtration, washed with a mixture of EtOH and water (4:1 v/v) followed by EtOH. The wet product was dried in vacuo at 200 mbar at 20° C. to 30° C. until water content of the dried product was 20....